From a dataset of the Open Reaction Database (ORD), a public repository of structured organic reaction records. describe an organic reaction: reactants, conditions, products, and yield The reactants are Cl (Hydrogen chloride), C(#N)C(C(=O)OCC)=C(C=CN(C)C)C (ethyl 2-cyano-5-(N,N-dimethylamino)-3-methyl-2,4-pentadienoate). The solvent is C(C)O (ethanol). Conditions: time 8 hour. Yields the product ClC1=C(C(=O)OCC)C(=CC=N1)C (ethyl 2-chloro-4-methylnicotinate). Yield: 30.4%. As a reaction SMILES: [ClH:1].C([C:4](=[C:10]([CH3:16])[CH:11]=[CH:12][N:13](C)[CH3:14])[C:5]([O:7][CH2:8][CH3:9])=[O:6])#N>C(O)C>[Cl:1][C:14]1[N:13]=[CH:12][CH:11]=[C:10]([CH3:16])[C:4]=1[C:5]([O:7][CH2:8][CH3:9])=[O:6]. Procedure: Hydrogen chloride was introduced to a stirred mixture of 164 g (0.839 mole) of crude ethyl 2-cyano-5-(N,N-dimethylamino)-3-methyl-2,4-pentadienoate (5) in 500 mL ethanol at 20-45° C. The mixture was stirred at ambient temperature overnight, then heated to reflux for 8 hours. The ethanol was removed under reduced pressure and the residue distilled under high vacuum at 84-94° C., to give 47.7 g (30.4%) of a yellow oil, MH+ 200, NMR (CDCl3), ppm: 1.42 (t,3H); 2.36 (s,3H); 4.46 (q,2H); 7.12 (d,lH); ... Starting materials: CC=1C=NC=CC1CC (3-methyl-4-ethylpyridine), C(CC1=CC=CC=C1)Br (phenethyl bromide). Yields the product C1(=CC=CC=C1)CCC(C)C1=C(C=NC=C1)C (1-phenyl-3-(3-methyl-4-pyridyl)-butane). Isolated yield 64.6%. Reaction SMILES: [CH3:1][C:2]1[CH:3]=[N:4][CH:5]=[CH:6][C:7]=1[CH2:8][CH3:9].[CH2:10](Br)[CH2:11][C:12]1[CH:17]=[CH:16][CH:15]=[CH:14][CH:13]=1>>[C:12]1([CH2:11][CH2:10][CH:8]([C:7]2[CH:6]=[CH:5][N:4]=[CH:3][C:2]=2[CH3:1])[CH3:9])[CH:17]=[CH:16][CH:15]=[CH:14][CH:13]=1. Reported procedure: 1.13 g (9.35 mmol) of 3-methyl-4-ethylpyridine and 1.73 g (9.35 mmol) of phenethyl bromide were reacted in the same manner as in Example 1. The reaction product was purified to obtain 1.36 g of the desired compound (yield: 64.5%). Starting materials: C1CCOC1 (THF), C(C)OCC (Diethyl ether), [NH4+].[Cl-] (NH4Cl), 2-Trimethylsilylamlno-5-bromopyridine, bis(triphenylphosphine)palladium-(II) chloride, C[Si](C)(C)C#C (trimethylsilylacetylene), N1CCCCC1 (piperidine). Reagents/catalysts: [Cl-].C(CCC)[N+](CCCC)(CCCC)CCCC (Tetrabutylammonium chloride). Reaction conditions: time 8 hour. Product: NC1=NC=C(C=C1)C#C (2-Amino-5-ethynylpyridine). The yield is 61.0%. As a reaction SMILES: C[Si]([C:5]#[CH:6])(C)C.C(OCC)C.[NH4+:12].[Cl-].C1COCC1.[NH:19]1[CH2:24][CH2:23][CH2:22][CH2:21][CH2:20]1>[Cl-].C([N+](CCCC)(CCCC)CCCC)CCC>[NH2:12][C:20]1[CH:21]=[CH:22][C:23]([C:5]#[CH:6])=[CH:24][N:19]=1 |f:2.3,6.7|. Procedure details: 2-Amino-5-bromopyridine (8.65 g, 50.0 mmole) and bis-trimethyl-silylacetamide (36.76 mL, 150.0 mmole) was stirred at 100° C. overnight. The mixture was purified by distillation to give 10.41 g (85%) of the protected amine. 2-Trimethylsilylamlno-5-bromopyridine (4.90 g, 20.0 mmole), bis(triphenylphosphine)palladium-(II) chloride (0.70 g, 1.00 mmole) and trimethylsilylacetylene (5.65 mL, 40.0 mmole) in piperidine (2 mL) was stirred under nitrogen at 80° C. overnight. Diethyl ether and NH4Cl (aq) w... Reactants: CN(S(=O)(=O)Cl)C (dimethylsulphamoyl chloride), CN(S(=O)(=O)Cl)C (Dimethylsulphamoyl chloride), ClC1=CC2=C(N3C(=NN=C3CNC2)C2CCN(CC2)C2=NC=CC=C2)C=C1 (8-Chloro-1-(3,4,5,6-tetrahydro-2H-[1,2′]bipyridinyl-4-yl)-5,6-dihydro-4H-2,3,5,10b-tetraaza-benzo[e]azulene), N1=CC=CC=C1 (pyridine). Solvent: ClCCl (dichloromethane). Conditions: time 18 hour. Product: N (ammonia), CN(S(=O)(=O)N1CC2=C(N3C(=NN=C3C1)C1CCN(CC1)C1=NC=CC=C1)C=CC(=C2)Cl)C (8-Chloro-1-(3,4,5,6-tetrahydro-2H-[1,2′]bipyridinyl-4-yl)-4H,6H-2,3,5,10b-tetraaza-benzo[e]azulene-5-sulphonic acid dimethylamide). Yield: 68.3%. RXN SMILES: [CH3:1][N:2]([CH3:7])[S:3](Cl)(=[O:5])=[O:4].[Cl:8][C:9]1[CH:34]=[CH:33][C:12]2[N:13]3[C:17]([CH2:18][NH:19][CH2:20][C:11]=2[CH:10]=1)=[N:16][N:15]=[C:14]3[CH:21]1[CH2:26][CH2:25][N:24]([C:27]2[CH:32]=[CH:31][CH:30]=[CH:29][N:28]=2)[CH2:23][CH2:22]1.N1C=CC=CC=1>ClCCl>[NH3:2].[CH3:1][N:2]([CH3:7])[S:3]([N:19]1[CH2:18][C:17]2[N:13]([C:14]([CH:21]3[CH2:26][CH2:25][N:24]([C:27]4[CH:32]=[CH:31][CH:30]=[CH:29][N:28]=4)[CH2:23][CH2:22]3)=[N:15][N:16]=2)[C:12]2[CH:33]=[CH:34][C:9]([Cl:8])=[CH:10][C:11]=2[CH2:20]1)(=[O:5])=[O:4]. Reported procedure: Dimethylsulphamoyl chloride (0.12 ml, 1.08 mmol) was added to a solution of the amine from example 4 (140 mg, 0.36 mmol) and pyridine (90 μl, 1.08 mmol) in dichloromethane (8 ml), and the reaction mixture was stirred at room temperature for 18 hours. TLC analysis showed that starting material remained, so additional dimethylsulphamoyl chloride (0.08 ml, 0.72 mmol) was added and the mixture was stirred for a further 24 hours. The mixture as washed with saturated aqueous sodium bicarbonate solutio...